describe an organic reaction: reactants, conditions, products, and yield From a dataset of the Open Reaction Database (ORD), a public repository of structured organic reaction records. Starting materials: CC(C)(C)[Si](C)(C)OCC(CC(=O)OCc1ccccc1)NC(=O)C1CCC2CC=CCC(NC(=O)c3ccc4ccccc4c3)C(=O)N21, CO, [Na+], [OH-], O, O=C(O)CC(O)(CC(=O)O)C(=O)O. Product: CC(C)(C)[Si](C)(C)OCC(CC(=O)O)NC(=O)C1CCC2CC=CCC(NC(=O)c3ccc4ccccc4c3)C(=O)N21. As a reaction SMILES: [CH2:1]([c:2]1[cH:3][cH:4][cH:5][cH:6][cH:7]1)[O:8][C:9]([CH2:10][CH:11]([CH2:12][O:13][Si:14]([CH3:15])([CH3:16])[C:17]([CH3:18])([CH3:19])[CH3:20])[NH:21][C:22](=[O:23])[CH:24]1[CH2:25][CH2:26][CH:27]2[N:28]1[C:29](=[O:48])[CH:30]([NH:35][C:36](=[O:37])[c:38]1[cH:39][c:40]3[cH:41][cH:42][cH:43][cH:44][c:45]3[cH:46][cH:47]1)[CH2:31][CH:32]=[CH:33][CH2:34]2)=[O:49].[CH3:66][OH:67].[Na+:51].[OH-:50].[OH2:52].[OH:53][C:54]([CH2:55][C:56]([C:57](=[O:58])[OH:59])([CH2:60][C:61](=[O:62])[OH:63])[OH:64])=[O:65]>>[O:8]=[C:9]([CH2:10][CH:11]([CH2:12][O:13][Si:14]([CH3:15])([CH3:16])[C:17]([CH3:18])([CH3:19])[CH3:20])[NH:21][C:22](=[O:23])[CH:24]1[CH2:25][CH2:26][CH:27]2[N:28]1[C:29](=[O:48])[CH:30]([NH:35][C:36](=[O:37])[c:38]1[cH:39][c:40]3[cH:41][cH:42][cH:43][cH:44][c:45]3[cH:46][cH:47]1)[CH2:31][CH:32]=[CH:33][CH2:34]2)[OH:49].